This data is from the Open Reaction Database (ORD), a public repository of structured organic reaction records. The task is: describe an organic reaction: reactants, conditions, products, and yield Starting materials: O=C([O-])[O-], Cc1cn(-c2ccccc2)nc1Nc1ccc(O)cc1, CS(C)=O, Nc1nccc(-c2cccnc2Cl)n1, [Cs+], [Cs+]. Product: Cc1cn(-c2ccccc2)nc1Nc1ccc(Oc2ncccc2-c2ccnc(N)n2)cc1. Reaction SMILES: [C:35](=[O:36])([O-:37])[O-:38].[CH3:1][c:2]1[c:3]([NH:13][c:14]2[cH:15][cH:16][c:17]([OH:20])[cH:18][cH:19]2)[n:4][n:5](-[c:7]2[cH:8][cH:9][cH:10][cH:11][cH:12]2)[cH:6]1.[CH3:41][S:42]([CH3:43])=[O:44].[Cl:21][c:22]1[n:23][cH:24][cH:25][cH:26][c:27]1-[c:28]1[n:29][c:30]([NH2:34])[n:31][cH:32][cH:33]1.[Cs+:39].[Cs+:40]>>[CH3:1][c:2]1[c:3]([NH:13][c:14]2[cH:15][cH:16][c:17]([O:20][c:22]3[n:23][cH:24][cH:25][cH:26][c:27]3-[c:28]3[n:29][c:30]([NH2:34])[n:31][cH:32][cH:33]3)[cH:18][cH:19]2)[n:4][n:5](-[c:7]2[cH:8][cH:9][cH:10][cH:11][cH:12]2)[cH:6]1.